From a dataset of the Open Reaction Database (ORD), a public repository of structured organic reaction records. describe an organic reaction: reactants, conditions, products, and yield Reactants: O=C=O, C1CCOC1, CO, O=C(Cl)Cl, N#CCc1c[nH]c2ccc(N)cc12, c1ccncc1, c1cc[nH]c1. Yields the product N#CCc1c[nH]c2ccc(NC(=O)c3ccc[nH]3)cc12. Reaction SMILES: [C:10](=[O:11])=[O:12].[CH2:26]1[O:27][CH2:28][CH2:29][CH2:30]1.[CH3:31][OH:32].[Cl:1][C:2]([Cl:3])=[O:4].[NH2:13][c:14]1[cH:15][c:16]2[c:17]([CH2:23][C:24]#[N:25])[cH:18][nH:19][c:20]2[cH:21][cH:22]1.[cH:33]1[cH:34][cH:35][n:36][cH:37][cH:38]1.[nH:5]1[cH:6][cH:7][cH:8][cH:9]1>>[C:2](=[O:4])([c:6]1[nH:5][cH:9][cH:8][cH:7]1)[NH:13][c:14]1[cH:15][c:16]2[c:17]([CH2:23][C:24]#[N:25])[cH:18][nH:19][c:20]2[cH:21][cH:22]1. Starting materials: BrC=1C=C2C(CC3(CCN(CC3)C(=O)OC(C)(C)C)OC2=CC1)=O (Tert-butyl 6-bromo-4-oxospiro[chroman-2,4′-piperidine]-1′-carboxylate), C(C)(C)(C)OC(C1=CN=CC(=C1)Br)=O (5-bromo-nicotinicacid tert-butyl ester), C(=O)([O-])[O-].[Na+].[Na+] (Na2CO3), bis(pinacolato)diboran, C(=O)(C)O[K] (AcOK). Reagents/catalysts: C1=CC=C(C=C1)P([C-]2C=CC=C2)C3=CC=CC=C3.C1=CC=C(C=C1)P([C-]2C=CC=C2)C3=CC=CC=C3.[Fe+2] (DPPF), C=1C=CC(=CC1)[P](C=2C=CC=CC2)(C=3C=CC=CC3)[Pd]([P](C=4C=CC=CC4)(C=5C=CC=CC5)C=6C=CC=CC6)([P](C=7C=CC=CC7)(C=8C=CC=CC8)C=9C=CC=CC9)[P](C=1C=CC=CC1)(C=1C=CC=CC1)C=1C=CC=CC1 (Pd(PPh3)4), CC(=O)[O-].CC(=O)[O-].[Pd+2] (Pd(OAc)2). Run in CCOC(=O)C (EtOAc), O (H2O), O1CCOCC1 (dioxane). Reaction conditions: temperature 100 celsius. Yields the product C(C)(C)(C)OC(C1=CN=CC(=C1)C=1C=C2C(CC3(CCN(CC3)C(=O)OC(C)(C)C)OC2=CC1)=O)=O (5-{1′-tert-butoxycarbonyl-4-oxospiro[chroman-2,4′-piperidin]-6-yl}nicotinic acid tert-butyl ester). RXN SMILES: Br[C:2]1[CH:3]=[C:4]2[C:21](=[CH:22][CH:23]=1)[O:20][C:7]1([CH2:12][CH2:11][N:10]([C:13]([O:15][C:16]([CH3:19])([CH3:18])[CH3:17])=[O:14])[CH2:9][CH2:8]1)[CH2:6][C:5]2=[O:24].C(O[K])(C)=O.[C:30]([O:34][C:35](=[O:43])[C:36]1[CH:41]=[C:40](Br)[CH:39]=[N:38][CH:37]=1)([CH3:33])([CH3:32])[CH3:31].C([O-])([O-])=O.[Na+].[Na+]>O1CCOCC1.CCOC(C)=O.O.CC([O-])=O.CC([O-])=O.[Pd+2].C1C=CC(P(C2C=CC=CC=2)[C-]2C=CC=C2)=CC=1.C1C=CC(P(C2C=CC=CC=2)[C-]2C=CC=C2)=CC=1.[Fe+2].C1C=CC([P]([Pd]([P](C2C=CC=CC=2)(C2C=CC=CC=2)C2C=CC=CC=2)([P](C2C=CC=CC=2)(C2C=CC=CC=2)C2C=CC=CC=2)[P](C2C=CC=CC=2)(C2C=CC=CC=2)C2C=CC=CC=2)(C2C=CC=CC=2)C2C=CC=CC=2)=CC=1>[C:30]([O:34][C:35](=[O:43])[C:36]1[CH:41]=[C:40]([C:2]2[CH:3]=[C:4]3[C:21](=[CH:22][CH:23]=2)[O:20][C:7]2([CH2:12][CH2:11][N:10]([C:13]([O:15][C:16]([CH3:17])([CH3:18])[CH3:19])=[O:14])[CH2:9][CH2:8]2)[CH2:6][C:5]3=[O:24])[CH:39]=[N:38][CH:37]=1)([CH3:33])([CH3:31])[CH3:32] |f:3.4.5,9.10.11,12.13.14,^1:112,114,133,152|. Procedure details: Tert-butyl 6-bromo-4-oxospiro[chroman-2,4′-piperidine]-1′-carboxylate (19.8 g, 50.0 mmol), bis(pinacolato)diboran (14.0 g, 55.0 mmol), Pd(OAc)2 (560 mg, 2.50 mmol), DPPF (2.77 g, 5.00 mmol), and AcOK (5.82 g, 60.0 mmol) were suspended in dioxane (250 mL) and heated at 100° C. for 10 hours. After cooling down to room temperature, 5-bromo-nicotinicacid tert-butyl ester (14.2 g, 55.0 mmol), Pd(PPh3)4 (5.78 g, 5.00 mmol) and 2M Na2CO3 aq. (125 mL, 250 mmol) were added to the reaction mixture; and th... Starting materials: N1=CC=C(C=C1)N1CCC2(CCN(C2)C(=O)OC(C)(C)C)CC1 (tert-Butyl 8-(pyridin-4-yl)-2,8-diazaspiro[4.5]decane-2-carboxylate), C(C)(=O)Cl (acetyl chloride). Solvent: C(C)O (ethanol). Reaction conditions: temperature 25 celsius, time 16 hour. The product is Cl.Cl.N1=CC=C(C=C1)N1CCC2(CCNC2)CC1 (8-(Pyridin-4-yl)-2,8-diazaspiro[4.5]decane dihydrochloride). RXN SMILES: [N:1]1[CH:6]=[CH:5][C:4]([N:7]2[CH2:23][CH2:22][C:10]3([CH2:14][N:13](C(OC(C)(C)C)=O)[CH2:12][CH2:11]3)[CH2:9][CH2:8]2)=[CH:3][CH:2]=1.C([Cl:27])(=O)C>C(O)C>[ClH:27].[ClH:27].[N:1]1[CH:2]=[CH:3][C:4]([N:7]2[CH2:23][CH2:22][C:10]3([CH2:14][NH:13][CH2:12][CH2:11]3)[CH2:9][CH2:8]2)=[CH:5][CH:6]=1 |f:3.4.5|. Procedure details: tert-Butyl 8-(pyridin-4-yl)-2,8-diazaspiro[4.5]decane-2-carboxylate (5.671 mmol, 1 eq) was dissolved in analytical grade ethanol (20 ml) and acetyl chloride (28.355 mmol, 3 eq.) was then added at 0° C. The mixture was stirred at 25° C. for 16 h. Thereafter, the solvent was concentrated in vacuo and the residue was dried under a high vacuum to obtain the desired product. Yield: 1.48 g (90%) Reactants: ice, BrCC(C(=O)OCC)=C (ethyl 2-(bromomethyl)acrylate), O=C(COC1=CC(OC2=C1C=CC=C2)=O)C (4-(2-Oxopropoxy)-2H-1-benzopyran-2-one). Reagents/catalysts: [Zn] (zinc), C1(O)=CC=C(O)C=C1 (hydroquinone). Run in O1CCCC1 (tetrahydrofuran). Run at time 36 hour. Yields the product CC1(OC(C(C1)=C)=O)COC1=CC(OC2=C1C=CC=C2)=O (4-[(2,3,4,5-Tetrahydro-2-methyl-4-methylene-5-oxo-2-furanyl)methoxy]-2H-1-benzopyran-2-one). The yield is 76.4%. RXN SMILES: [O:1]=[C:2]([CH3:16])[CH2:3][O:4][C:5]1[C:10]2[CH:11]=[CH:12][CH:13]=[CH:14][C:9]=2[O:8][C:7](=[O:15])[CH:6]=1.Br[CH2:18][C:19](=[CH2:25])[C:20](OCC)=[O:21]>O1CCCC1.[Zn].C1(C=CC(O)=CC=1)O>[CH3:16][C:2]1([CH2:3][O:4][C:5]2[C:10]3[CH:11]=[CH:12][CH:13]=[CH:14][C:9]=3[O:8][C:7](=[O:15])[CH:6]=2)[CH2:25][C:19](=[CH2:18])[C:20](=[O:21])[O:1]1. Procedure: To a solution of 1a (0.655 g, 3 mmol) in dry tetrahydrofuran (60 ml) were added activated zinc powder (0.255 g, 3.9 mmol), hydroquinone (6 mg), and ethyl 2-(bromomethyl)acrylate (0.78 g, 4 mmol). The mixture was reflued under nitrogen atmosphere for 36 h. (monitored by TLC). After cooling it was poured into an ice-cold 5% HCl solution (300 ml) and extracted with CH2Cl2 (75 ml×3). The dichloromethane extracts were combined and washed with saline, dried over Na2SO4, and then evaporated to give a r... Reactants: ClC=1C=CC(=C(C1)C1=CC=C2C=NC(=NN21)SC)OC.ClC=2C=CC(=C(C2)C2=CC=C1C=NC(=NN12)S(=O)C)OC (7-(5-Chloro-2-methoxy-phenyl)-2-methanesulfinyl-pyrrolo[2,1-f][1,2,4]triazine 7-(5-Chloro-2-methoxy-phenyl)-2-methylsulfanyl-pyrrolo[2,1-f][1,2,4]triazine), C(Cl)Cl (Methylene chloride), ClC1=CC(=CC=C1)C(=O)OO (m-Chloroperbenzoic acid). The yield is 91.0%. Reaction SMILES: ClC1C=CC(OC)=C(C2N3C(C=NC(SC)=N3)=CC=2)C=1.[Cl:21][C:22]1[CH:23]=[CH:24][C:25]([O:40][CH3:41])=[C:26]([C:28]2[N:36]3[C:31]([CH:32]=[N:33][C:34]([S:37]([CH3:39])=[O:38])=[N:35]3)=[CH:30][CH:29]=2)[CH:27]=1.C(Cl)Cl.ClC1C=CC=C(C(OO)=O)C=1>>[Cl:21][C:22]1[CH:23]=[CH:24][C:25]([O:40][CH3:41])=[C:26]([C:28]2[N:36]3[C:31]([CH:32]=[N:33][C:34]([S:37]([CH3:39])=[O:38])=[N:35]3)=[CH:30][CH:29]=2)[CH:27]=1 |f:0.1|. Product: ClC=1C=CC(=C(C1)C1=CC=C2C=NC(=NN21)S(=O)C)OC (7-(5-Chloro-2-methoxy-phenyl)-2-methanesulfinyl-pyrrolo[2,1-f][1,2,4]triazine). Procedure details: 7-(5-Chloro-2-methoxy-phenyl)-2-methanesulfinyl-pyrrolo[2,1-f][1,2,4]triazine 7-(5-Chloro-2-methoxy-phenyl)-2-methylsulfanyl-pyrrolo[2,1-f][1,2,4]triazine (0.730 g, 0.00239 mol) was dissolved in Methylene chloride (20 mL, 0.4 mol) and the mixture was treated with m-Chloroperbenzoic acid (0.556 g, 0.00322 mol). The reaction was allowed to stir at room temperature until HPLC showed consumption of starting material. The reaction was partitioned between sodium thiosulfate and DCM and the combined or... Reactants: CC(Cn1ncc2ccc3oc(C(=O)OCc4ccccc4)cc3c21)NC(=O)OCc1ccccc1, CCO, [Li+], [OH-], O. The product is CC(Cn1ncc2ccc3oc(C(=O)O)cc3c21)NC(=O)OCc1ccccc1. As a reaction SMILES: [CH2:1]([c:2]1[cH:3][cH:4][cH:5][cH:6][cH:7]1)[O:8][C:9](=[O:10])[c:11]1[cH:12][c:13]2[c:14]([cH:15][cH:16][c:17]3[cH:18][n:19][n:20]([CH2:22][CH:23]([CH3:24])[NH:25][C:26](=[O:27])[O:28][CH2:29][c:30]4[cH:31][cH:32][cH:33][cH:34][cH:35]4)[c:21]23)[o:36]1.[CH3:39][CH2:40][OH:41].[Li+:37].[OH-:38].[OH2:42]>>[O:8]=[C:9]([OH:10])[c:11]1[cH:12][c:13]2[c:14]([cH:15][cH:16][c:17]3[cH:18][n:19][n:20]([CH2:22][CH:23]([CH3:24])[NH:25][C:26](=[O:27])[O:28][CH2:29][c:30]4[cH:31][cH:32][cH:33][cH:34][cH:35]4)[c:21]23)[o:36]1.